From a dataset of the Open Reaction Database (ORD), a public repository of structured organic reaction records. describe an organic reaction: reactants, conditions, products, and yield Starting materials: C(=O)C1=CC=C(C=C1)C#CC1=CC=C(C(=O)N([C@@](C(=O)NC)(C(=O)NOC2OCCCC2)C)C)C=C1 ((2S)-2-[{4-[(4-formylphenyl)ethynyl]benzoyl}(methyl)amino]-N,2-dimethyl-N′-(tetrahydro-2H-pyran-2-yloxy)propanediamide), O1C(=CC=C1)CN (1-(furan-2-yl)methanamine). The product is O1C(=CC=C1)CNCC1=CC=C(C=C1)C#CC1=CC=C(C(=O)N([C@@](C(=O)NC)(C(=O)NOC2OCCCC2)C)C)C=C1 ((2S)-2-[{4-[(4-{[(furan-2-ylmethyl)amino]methyl}phenyl)ethynyl]benzoyl}(methyl)amino]-N,2-dimethyl-N′-(tetrahydro-2H-pyran-2-yloxy)propanediamide). Reaction SMILES: [CH:1]([C:3]1[CH:8]=[CH:7][C:6]([C:9]#[C:10][C:11]2[CH:36]=[CH:35][C:14]([C:15]([N:17]([CH3:34])[C@:18]([CH3:33])([C:23]([NH:25][O:26][CH:27]3[CH2:32][CH2:31][CH2:30][CH2:29][O:28]3)=[O:24])[C:19]([NH:21][CH3:22])=[O:20])=[O:16])=[CH:13][CH:12]=2)=[CH:5][CH:4]=1)=O.[O:37]1[CH:41]=[CH:40][CH:39]=[C:38]1[CH2:42][NH2:43]>>[O:37]1[CH:41]=[CH:40][CH:39]=[C:38]1[CH2:42][NH:43][CH2:1][C:3]1[CH:4]=[CH:5][C:6]([C:9]#[C:10][C:11]2[CH:12]=[CH:13][C:14]([C:15]([N:17]([CH3:34])[C@:18]([CH3:33])([C:23]([NH:25][O:26][CH:27]3[CH2:32][CH2:31][CH2:30][CH2:29][O:28]3)=[O:24])[C:19]([NH:21][CH3:22])=[O:20])=[O:16])=[CH:35][CH:36]=2)=[CH:7][CH:8]=1. Procedure details: The same procedure as in Example 16-(2) was performed using (2S)-2-[{4-[(4-formylphenyl)ethynyl]benzoyl}(methyl)amino]-N,2-dimethyl-N′-(tetrahydro-2H-pyran-2-yloxy)propanediamide (0.12 g) as obtained in Example 16-(1) and 1-(furan-2-yl)methanamine (34 mg), whereby (2S)-2-[{4-[(4-{[(furan-2-ylmethyl)amino]methyl}phenyl)ethynyl]benzoyl}(methyl)amino]-N,2-dimethyl-N′-(tetrahydro-2H-pyran-2-yloxy)propanediamide (yellow oil) was obtained (93 mg, 67%). The product is N1(CCCCCC1)CCOC1=CC=C(CCCNC=2C(=CC3=C(OCO3)C2)C2CC=3C=CC(=CC3CC2)O)C=C1 (6-{6-{[4-(2-Azepan-1-ylethoxy)benzyl]ethylamino}benzo[1,3]dioxol-5-yl}-5,6,7,8-tetrahydronaphthalen-2-ol). RXN SMILES: [CH2:1]([NH:3][C:4]1[C:5]([CH:13]2[CH2:22][CH2:21][C:20]3[CH:19]=[C:18]([O:23]C(=O)C(C)(C)C)[CH:17]=[CH:16][C:15]=3[CH2:14]2)=[CH:6][C:7]2[O:11][CH2:10][O:9][C:8]=2[CH:12]=1)[CH3:2].Cl.[N:31]1([CH2:38][CH2:39][O:40][C:41]2[CH:49]=[CH:48][C:44]([C:45](O)=O)=[CH:43][CH:42]=2)[CH2:37][CH2:36][CH2:35][CH2:34][CH2:33][CH2:32]1>>[N:31]1([CH2:38][CH2:39][O:40][C:41]2[CH:49]=[CH:48][C:44]([CH2:45][CH2:2][CH2:1][NH:3][C:4]3[C:5]([CH:13]4[CH2:14][CH2:15][C:16]5[CH:17]=[C:18]([OH:23])[CH:19]=[CH:20][C:21]=5[CH2:22]4)=[CH:6][C:7]4[O:11][CH2:10][O:9][C:8]=4[CH:12]=3)=[CH:43][CH:42]=2)[CH2:37][CH2:36][CH2:35][CH2:34][CH2:33][CH2:32]1 |f:1.2|. The yield is 76.5%. Procedure: Synthesized from pivalic acid 6-(6-ethylaminobenzo[1,3]dioxol-5-yl)-5,6,7,8-tetrahydronaphthalen-2-yl ester (40 mg) and 4-(2-azepan-1-ylethoxy)benzoic acid hydrochloride (80 mg) according to an analogous synthetic method to Example 337 described below, the title compound (42 mg) was obtained. Starting materials: C(C)NC=1C(=CC2=C(OCO2)C1)C1CC=2C=CC(=CC2CC1)OC(C(C)(C)C)=O (pivalic acid 6-(6-ethylaminobenzo[1,3]dioxol-5-yl)-5,6,7,8-tetrahydronaphthalen-2-yl ester), Cl.N1(CCCCCC1)CCOC1=CC=C(C(=O)O)C=C1 (4-(2-azepan-1-ylethoxy)benzoic acid hydrochloride).